This data is from the Open Reaction Database (ORD), a public repository of structured organic reaction records. The task is: describe an organic reaction: reactants, conditions, products, and yield Starting materials: C(C1=CC=CC=C1)OCCCN(CCCOS(=O)(=O)C)C1COC2=C(C=CC(=C2C1S(=O)(=O)C1=CC=C(C=C1)Cl)F)F (Methanesulfonic acid 3-{(3-benzyloxy-propyl)-[4-(4-chloro-benzenesulfonyl)-5,8-difluoro-chroman-3-yl]-amino}-propyl ester), CC(C)([O-])C.[K+] (potassium tertbutoxide). The solvent is C1CCOC1 (THF). Conditions: time 1 hour. Yields the product C(C1=CC=CC=C1)OCCCN1CCCC2(C3=C(C=CC(=C3OCC12)F)F)S(=O)(=O)C1=CC=C(C=C1)Cl (1-(3-Benzyloxy-propyl)-4a-(4-chloro-benzenesulfonyl)-5,8-difluoro-2,3,4,4a,10,10a-hexahydro-1H-9-oxa-1-aza-phenanthrene). As a reaction SMILES: [CH2:1]([O:8][CH2:9][CH2:10][CH2:11][N:12]([CH:21]1[CH:30]([S:31]([C:34]2[CH:39]=[CH:38][C:37]([Cl:40])=[CH:36][CH:35]=2)(=[O:33])=[O:32])[C:29]2[C:24](=[C:25]([F:42])[CH:26]=[CH:27][C:28]=2[F:41])[O:23][CH2:22]1)[CH2:13][CH2:14][CH2:15]OS(C)(=O)=O)[C:2]1[CH:7]=[CH:6][CH:5]=[CH:4][CH:3]=1.CC(C)([O-])C.[K+]>C1COCC1>[CH2:1]([O:8][CH2:9][CH2:10][CH2:11][N:12]1[CH:21]2[C:30]([S:31]([C:34]3[CH:35]=[CH:36][C:37]([Cl:40])=[CH:38][CH:39]=3)(=[O:33])=[O:32])([C:29]3[C:24]([O:23][CH2:22]2)=[C:25]([F:42])[CH:26]=[CH:27][C:28]=3[F:41])[CH2:15][CH2:14][CH2:13]1)[C:2]1[CH:3]=[CH:4][CH:5]=[CH:6][CH:7]=1 |f:1.2|. Reported procedure: The Methanesulfonic acid 3-{(3-benzyloxy-propyl)-[4-(4-chloro-benzenesulfonyl)-5,8-difluoro-chroman-3-yl]-amino}-propyl ester was dissolved in 60 mL of THF then potassium tertbutoxide (1M solution in tertbutanol, 3.27 ml, 3.27 mmol) was added and the reaction was stirred at room temperature for 1 h. The reaction was quenched with 100 ml of brine and 100 ml of ethyl acetate. The layers were separated and the organic layer was dried over sodium sulfate then concentrated. The product was purified b... Reactants: C(Cl)Cl (Methylene chloride), 4A, C1(=CC=CC=C1)OB(O)O (phenylboric acid), N=1NN=NC1C=1CCN(CC1)C(=O)OC(C)(C)C (tert-butyl 4-(2H-tetrazol-5-yl)-1,2,3,6-tetrahydropyridine-1-carboxylate), aqueous solution, [OH-].[Na+] (sodium hydroxide). The reagents and catalysts are C(C)(=O)[O-].[Cu+2].C(C)(=O)[O-] (copper(II) acetate). The solvent is N1=CC=CC=C1 (pyridine), C(C)(=O)OCC (ethyl acetate). Run at time 3 hour. The product is C1(=CC=CC=C1)N1N=C(N=N1)C=1CCN(CC1)C(=O)OC(C)(C)C (tert-butyl 4-(2-phenyl-2H-tetrazol-5-yl)-1,2,3,6-tetrahydropyridine-1-carboxylate). Isolated yield 10.2%. As a reaction SMILES: C(Cl)Cl.[C:4]1(OB(O)O)[CH:9]=[CH:8][CH:7]=[CH:6][CH:5]=1.[N:14]1[NH:15][N:16]=[N:17][C:18]=1[C:19]1[CH2:20][CH2:21][N:22]([C:25]([O:27][C:28]([CH3:31])([CH3:30])[CH3:29])=[O:26])[CH2:23][CH:24]=1.[OH-].[Na+]>C([O-])(=O)C.[Cu+2].C([O-])(=O)C.C(OCC)(=O)C.N1C=CC=CC=1>[C:4]1([N:15]2[N:16]=[N:17][C:18]([C:19]3[CH2:20][CH2:21][N:22]([C:25]([O:27][C:28]([CH3:31])([CH3:30])[CH3:29])=[O:26])[CH2:23][CH:24]=3)=[N:14]2)[CH:9]=[CH:8][CH:7]=[CH:6][CH:5]=1 |f:3.4,5.6.7|. Procedure details: Methylene chloride (2 ml), 60 mg of molecular sieves 4A, 12 mg of phenylboric acid, 8 μl of pyridine and 24 mg of copper(II) acetate were added to 12 mg of tert-butyl 4-(2H-tetrazol-5-yl)-1,2,3,6-tetrahydropyridine-1-carboxylate prepared in 1) and the mixture was stirred at room temperature for 3 hours. After ethyl acetate and a 2N aqueous solution of sodium hydroxide were added thereto, the organic layer washed with a saturated aqueous solution of ammonium chloride and dried over sodium sulfate... Starting materials: CC1(C=2C=C3C=CC(=CC3=CC2C(CC1)(C)C)C1=CC=C(C(=O)O)C=C1)C (p-(5,6,7,8-tetrahydro-5,5,8,8-tetramethyl-2-anthracenyl)-benzoic acid), [H-].[H-].[H-].[H-].[Li+].[Al+3] (LiAlH4), saturated solution, [Na] (sodium), C(=O)([O-])C(O)C(O)C(=O)[O-].[K+].[K+] (potassium tartrate). The solvent is C1CCOC1 (THF). Run at time 15 minute. Yields the product CC1(C=2C=C3C=CC(=CC3=CC2C(CC1)(C)C)C1=CC=C(CO)C=C1)C (p-(5,6,7,8-tetrahydro-5,5,8,8-tetramethyl-2-anthracenyl) benzyl alcohol). Isolated yield 58.4%. As a reaction SMILES: [CH3:1][C:2]1([CH3:27])[CH2:15][CH2:14][C:13]([CH3:17])([CH3:16])[C:12]2[CH:11]=[C:10]3[C:5]([CH:6]=[CH:7][C:8]([C:18]4[CH:26]=[CH:25][C:21]([C:22](O)=[O:23])=[CH:20][CH:19]=4)=[CH:9]3)=[CH:4][C:3]1=2.[H-].[H-].[H-].[H-].[Li+].[Al+3].[Na].C(C(C(C([O-])=O)O)O)([O-])=O.[K+].[K+]>C1COCC1>[CH3:1][C:2]1([CH3:27])[CH2:15][CH2:14][C:13]([CH3:16])([CH3:17])[C:12]2[CH:11]=[C:10]3[C:5]([CH:6]=[CH:7][C:8]([C:18]4[CH:26]=[CH:25][C:21]([CH2:22][OH:23])=[CH:20][CH:19]=4)=[CH:9]3)=[CH:4][C:3]1=2 |f:1.2.3.4.5.6,8.9.10,^1:33|. Reported procedure: 300 mg (0.83 mmole) of p-(5,6,7,8-tetrahydro-5,5,8,8-tetramethyl-2-anthracenyl) benzoic acid obtained in Example III above are dissolved in THF. 48 mg (1.25 mmoles) of LiAlH4 are added and the mixture is stirred initially for 15 minutes at ambient temperature and then for 10 minutes at reflux. The mixture is then left to stand until its temperature returns to ambient temperature. 28 μl of a saturated solution of sodium and potassium tartrate are then added. The mixture is then filtered and the T... Starting materials: FCC(C)(C)OC(OCOC=1N(N=C(N1)[C@@H](C1=C(C(=CC(=C1)OC)OCCO)F)NC1=CC=C(C=C1)C(=NC(=O)OCC(=C)C)N)C1=NC=CC=N1)=O (carbonic acid 5-{(R)-(4-{amino-[2-methylallyloxycarbonylimino]methyl}phenylamino)-[2-fluoro-3-(2-hydroxyethoxy)-5-methoxyphenyl]methyl}-2-pyrimidin-2-yl-2H-[1,2,4]triazol-3-yloxymethyl ester 2-fluoro-1,1-dimethylethyl ester), C(C)(=O)O (acetic acid). Reagents/catalysts: [Pd].C1(=CC=CC=C1)P(C1=CC=CC=C1)C1=CC=CC=C1.C1(=CC=CC=C1)P(C1=CC=CC=C1)C1=CC=CC=C1.C1(=CC=CC=C1)P(C1=CC=CC=C1)C1=CC=CC=C1.C1(=CC=CC=C1)P(C1=CC=CC=C1)C1=CC=CC=C1 (tetrakis(triphenylphosphine) palladium (0)). The solvent is CN(C=O)C (N,N-dimethylformamide). Reaction conditions: temperature 45 celsius, time 15 hour. The product is C(C)(=O)O.FCC(C)(C)OC(OCOC=1N(N=C(N1)[C@@H](C1=C(C(=CC(=C1)OC)OCCO)F)NC1=CC=C(C=C1)C(N)=N)C1=NC=CC=N1)=O (Carbonic acid 5-{(R)-(4-carbamimidoylphenylamino)-[2-fluoro-3-(2-hydroxyethoxy)-5-m ethoxyphenyl]methyl}-2-pyrimidin-2-yl-2H-[1,2,4]triazol-3-yloxymethyl ester 2-fluoro-1,1-dimethylethyl ester acetic acid salt). As a reaction SMILES: [F:1][CH2:2][C:3]([O:6][C:7](=[O:53])[O:8][CH2:9][O:10][C:11]1[N:12]([C:47]2[N:52]=[CH:51][CH:50]=[CH:49][N:48]=2)[N:13]=[C:14]([C@H:16]([NH:30][C:31]2[CH:36]=[CH:35][C:34]([C:37]([NH2:46])=[N:38]C(OCC(C)=C)=O)=[CH:33][CH:32]=2)[C:17]2[CH:22]=[C:21]([O:23][CH3:24])[CH:20]=[C:19]([O:25][CH2:26][CH2:27][OH:28])[C:18]=2[F:29])[N:15]=1)([CH3:5])[CH3:4].[C:54]([OH:57])(=[O:56])[CH3:55]>[Pd].C1(P(C2C=CC=CC=2)C2C=CC=CC=2)C=CC=CC=1.C1(P(C2C=CC=CC=2)C2C=CC=CC=2)C=CC=CC=1.C1(P(C2C=CC=CC=2)C2C=CC=CC=2)C=CC=CC=1.C1(P(C2C=CC=CC=2)C2C=CC=CC=2)C=CC=CC=1.CN(C)C=O>[C:54]([OH:57])(=[O:56])[CH3:55].[F:1][CH2:2][C:3]([O:6][C:7](=[O:53])[O:8][CH2:9][O:10][C:11]1[N:12]([C:47]2[N:48]=[CH:49][CH:50]=[CH:51][N:52]=2)[N:13]=[C:14]([C@H:16]([NH:30][C:31]2[CH:36]=[CH:35][C:34]([C:37](=[NH:38])[NH2:46])=[CH:33][CH:32]=2)[C:17]2[CH:22]=[C:21]([O:23][CH3:24])[CH:20]=[C:19]([O:25][CH2:26][CH2:27][OH:28])[C:18]=2[F:29])[N:15]=1)([CH3:5])[CH3:4] |f:2.3.4.5.6,8.9|. Procedure: Under nitrogen atmosphere, to a mixture of carbonic acid 5-{(R)-(4-{amino-[2-methylallyloxycarbonylimino]methyl}phenylamino)-[2-fluoro-3-(2-hydroxyethoxy)-5-methoxyphenyl]methyl}-2-pyrimidin-2-yl-2H-[1,2,4]triazol-3-yloxymethyl ester 2-fluoro-1,1-dimethylethyl ester (Example 56b, 63.5 mg), acetic acid (49 μL) and N,N-dimethylformamide (0.70 ml), tetrakis(triphenylphosphine) palladium (0) (4.9 mg) was added, and the resulting mixture was stirred at 45° C. for 15 hours. After cooling the mixture t... The reactants are CO, NNc1ncc(F)cc1F. Yields the product Nc1ncc(F)cc1F. Reaction SMILES: [CH3:11][OH:12].[NH:1]([NH2:2])[c:3]1[n:4][cH:5][c:6]([F:10])[cH:7][c:8]1[F:9]>>[NH2:1][c:3]1[n:4][cH:5][c:6]([F:10])[cH:7][c:8]1[F:9]. Reactants: CCO, NC(=O)N[N+](=O)[O-], C1CCN(CCOC2CCNC2)CC1, [Na+], [OH-]. Reaction SMILES: [CH3:24][CH2:25][OH:26].[N+:1]([O-:2])(=[O:3])[NH:4][C:5](=[O:6])[NH2:7].[N:8]1([CH2:14][CH2:15][O:16][CH:17]2[CH2:18][NH:19][CH2:20][CH2:21]2)[CH2:9][CH2:10][CH2:11][CH2:12][CH2:13]1.[Na+:23].[OH-:22]>>[N:4]1([C:5](=[O:6])[NH2:7])[CH2:18][CH:17]([O:16][CH2:15][CH2:14][N:8]2[CH2:9][CH2:10][CH2:11][CH2:12][CH2:13]2)[CH2:21][CH2:20]1. Yields the product NC(=O)N1CCC(OCCN2CCCCC2)C1. Reactants: ClC1=NC(=NC(=C1C#N)NCCO)NCC=1C=NC=CC1 (4-chloro-6-(2-hydroxy-ethylamino)-2-[(pyridin-3-ylmethyl)-amino]-pyrimidine-5-carbonitrile), C1(=CC=CC=C1)N1CCNCC1 (1-phenyl-piperazine), C(C)N(C(C)C)C(C)C (N-ethyl-diisopropylamine). Run in O1CCOCC1 (dioxane). The product is OCCNC1=NC(=NC(=C1C#N)N1CCN(CC1)C1=CC=CC=C1)NCC=1C=NC=CC1 (4-(2-hydroxy-ethylamino)-6-(4-phenyl-piperazin-1-yl)-2-[(pyridin-3-ylmethyl)-amino]-pyrimidine-5-carbonitrile). As a reaction SMILES: Cl[C:2]1[C:7]([C:8]#[N:9])=[C:6]([NH:10][CH2:11][CH2:12][OH:13])[N:5]=[C:4]([NH:14][CH2:15][C:16]2[CH:17]=[N:18][CH:19]=[CH:20][CH:21]=2)[N:3]=1.[C:22]1([N:28]2[CH2:33][CH2:32][NH:31][CH2:30][CH2:29]2)[CH:27]=[CH:26][CH:25]=[CH:24][CH:23]=1.C(N(C(C)C)C(C)C)C>O1CCOCC1>[OH:13][CH2:12][CH2:11][NH:10][C:6]1[C:7]([C:8]#[N:9])=[C:2]([N:31]2[CH2:32][CH2:33][N:28]([C:22]3[CH:27]=[CH:26][CH:25]=[CH:24][CH:23]=3)[CH2:29][CH2:30]2)[N:3]=[C:4]([NH:14][CH2:15][C:16]2[CH:17]=[N:18][CH:19]=[CH:20][CH:21]=2)[N:5]=1. Procedure: In analogy to the procedure described in example 47b, the crude 4-chloro-6-(2-hydroxy-ethylamino)-2-[(pyridin-3-ylmethyl)-amino]-pyrimidine-5-carbonitrile was treated with 1-phenyl-piperazine in dioxane in the presence of N-ethyl-diisopropylamine at 100° C. to yield 4-(2-hydroxy-ethylamino)-6-(4-phenyl-piperazin-1-yl)-2-[(pyridin-3-ylmethyl)-amino]-pyrimidine-5-carbonitrile as an amorphous, light brown solid; MS: [M+H]+=431. The reactants are ClC1=CC2=C(NC(=NS2(=O)=O)SC)C=C1 (7-chloro-3-methylsulfanyl-4H-1,2,4-benzothiadiazine 1,1-dioxide), C(CN)N (ethylenediamine). Conditions: temperature 0 celsius, time 30 minute. The product is O.NCCNC1=NS(C2=C(N1)C=CC(=C2)Cl)(=O)=O (3-(2-Aminoethyl)amino-7-chloro-4H-1,2,4-benzothiadiazine 1,1-dioxide monohydrate). As a reaction SMILES: [Cl:1][C:2]1[CH:15]=[CH:14][C:5]2[NH:6][C:7](SC)=[N:8][S:9](=[O:11])(=[O:10])[C:4]=2[CH:3]=1.[CH2:16]([NH2:19])[CH2:17][NH2:18]>>[OH2:10].[NH2:18][CH2:17][CH2:16][NH:19][C:7]1[NH:6][C:5]2[CH:14]=[CH:15][C:2]([Cl:1])=[CH:3][C:4]=2[S:9](=[O:11])(=[O:10])[N:8]=1 |f:2.3|. Reported procedure: A solution of 7-chloro-3-methylsulfanyl-4H-1,2,4-benzothiadiazine 1,1-dioxide (1 g) in ethylenediamine (2.5 mL) was refluxed for 45 min. Most of the excess of amine was removed by distillation under reduced pressure and the resulting oily residue was dissolved in methanol (10 mL). Addition of diethylether (40 mL) gave rise to the precipitation of an oil which turned to a white solid after a stirring of 30 min. at 0° C. The precipitate was collected by filtration, washed with diethylether and dri... The reactants are C1(CCCCC1)NC1=CC(=NC=N1)C(=O)O (6-(cyclohexylamino)pyrimidine-4-carboxylic acid), C1(CCCCC1)NC1=CC(=NC=N1)C(=O)O (6-(cyclohexylamino)pyrimidine-4-carboxylic acid), NC=1C=C2C=NNC2=CC1 (5-aminoindazole). Solvent: C(Cl)Cl (DCM). Reaction SMILES: [CH:1]1([NH:7][C:8]2[N:13]=[CH:12][N:11]=[C:10]([C:14]([OH:16])=O)[CH:9]=2)[CH2:6][CH2:5][CH2:4][CH2:3][CH2:2]1.[NH2:17][C:18]1[CH:19]=[C:20]2[C:24](=[CH:25][CH:26]=1)[NH:23][N:22]=[CH:21]2>C(Cl)Cl>[CH:1]1([NH:7][C:8]2[N:13]=[CH:12][N:11]=[C:10]([C:14]([NH:17][C:18]3[CH:19]=[C:20]4[C:24](=[CH:25][CH:26]=3)[NH:23][N:22]=[CH:21]4)=[O:16])[CH:9]=2)[CH2:2][CH2:3][CH2:4][CH2:5][CH2:6]1. Yields the product C1(CCCCC1)NC1=CC(=NC=N1)C(=O)NC=1C=C2C=NNC2=CC1 (6-(cyclohexylamino)-N-1H-indazol-5-ylpyrimidine-4-carboxamide). Procedure: Following the general method as outlined in Example 1, starting from 6-(cyclohexylamino)pyrimidine-4-carboxylic acid (Intermediate 4) and 5-aminoindazole (Aldrich), the title compound was obtained as a pink solid after trituration in DCM.